The task is: describe an organic reaction: reactants, conditions, products, and yield. This data is from the Open Reaction Database (ORD), a public repository of structured organic reaction records. The reactants are NC1=C(C=C(C=C1C)Cl)C(=O)C1=CC=C(C=C1)Br ((2-amino-5-chloro-3-methylphenyl)(4-bromophenyl)methanone), OO (hydrogen peroxide), ice water. Solvent: C(C)(=O)O (acetic acid), C(C)(=O)O (acetic acid). Conditions: temperature 95 celsius, time 3 hour. Yields the product BrC1=CC=C(C=C1)C=1ON=C2C1C=C(C=C2C)Cl (3-(4-Bromophenyl)-5-chloro-7-methyl-2,1-benzisoxazole). Isolated yield 73.0%. As a reaction SMILES: OO.[NH2:3][C:4]1[C:9]([CH3:10])=[CH:8][C:7]([Cl:11])=[CH:6][C:5]=1[C:12]([C:14]1[CH:19]=[CH:18][C:17]([Br:20])=[CH:16][CH:15]=1)=[O:13]>C(O)(=O)C>[Br:20][C:17]1[CH:18]=[CH:19][C:14]([C:12]2[O:13][N:3]=[C:4]3[C:9]([CH3:10])=[CH:8][C:7]([Cl:11])=[CH:6][C:5]=23)=[CH:15][CH:16]=1. Procedure: A solution of 130 ml of 30% hydrogen peroxide in 350 ml of glacial acetic acid was heated on a steam bath for 1 hr and then cooled. To the cooled solution was added 31.0 g (0.0955 mole) of (2-amino-5-chloro-3-methylphenyl)(4-bromophenyl)methanone followed by 450 ml of glacial acetic acid. The reaction mixture was heated to 95° C. to dissolve all solids, heated at 65°-70° C. for 8 hr and then cooled. The reaction mixture was poured into 2.5 liters of ice water and let stand at ambient temperature... Starting materials: [N-]=[N+]=[N-].[Na+] (sodium azide), [Cl-].NC1=[N+](C(=C(C(=C1)NCC)C#N)Cl)CC (2-amino-6-chloro-5-cyano-1-ethyl-4-ethylamino pyridinium chloride). Reaction conditions: time 2 hour. Yields the product [Cl-].NC1=[N+](C(=C(C(=C1)NCC)C#N)N=[N+]=[N-])CC (2-amino-6-azido-5-cyano-1-ethyl-4-ethylamino pyridinium chloride). The yield is 74.7%. Reaction SMILES: [N-:1]=[N+:2]=[N-:3].[Na+].[Cl-].[NH2:6][C:7]1[CH:12]=[C:11]([NH:13][CH2:14][CH3:15])[C:10]([C:16]#[N:17])=[C:9]([Cl:18])[N+:8]=1[CH2:19][CH3:20]>>[Cl-:18].[NH2:6][C:7]1[CH:12]=[C:11]([NH:13][CH2:14][CH3:15])[C:10]([C:16]#[N:17])=[C:9]([N:1]=[N+:2]=[N-:3])[N+:8]=1[CH2:19][CH3:20] |f:0.1,2.3,4.5|. Procedure details: 0.8 gms (.012 mole) of sodium azide was added to an aqueous solution containing 2.6 gms (.01 mole) of 2-amino-6-chloro-5-cyano-1-ethyl-4-ethylamino pyridinium chloride (compound 2 - Table 1) left for 2 hours at room temperature and then cooled. 2.0 gms (70% yield) of 2-amino-6-azido-5-cyano-1-ethyl-4-ethylamino pyridinium chloride crystallised out (MPt 164° - 165°C). Starting materials: CC(C)(C)[O-], COCCOC, Fc1ccc(-c2nc[nH]c2-c2ccc(F)cc2)cc1, [K+], O, O=S(=O)(Cl)c1ccccc1. Yields the product O=S(=O)(c1ccccc1)n1cnc(-c2ccc(F)cc2)c1-c1ccc(F)cc1. RXN SMILES: [CH3:20][C:21]([CH3:22])([O-:23])[CH3:24].[CH3:37][O:38][CH2:39][CH2:40][O:41][CH3:42].[F:1][c:2]1[cH:3][cH:4][c:5](-[c:8]2[n:9][cH:10][nH:11][c:12]2-[c:13]2[cH:14][cH:15][c:16]([F:19])[cH:17][cH:18]2)[cH:6][cH:7]1.[K+:25].[OH2:36].[c:26]1([S:32](=[O:33])(=[O:34])[Cl:35])[cH:27][cH:28][cH:29][cH:30][cH:31]1>>[F:1][c:2]1[cH:3][cH:4][c:5](-[c:8]2[n:9][cH:10][n:11]([S:32]([c:26]3[cH:27][cH:28][cH:29][cH:30][cH:31]3)(=[O:33])=[O:34])[c:12]2-[c:13]2[cH:14][cH:15][c:16]([F:19])[cH:17][cH:18]2)[cH:6][cH:7]1. Reactants: COC=1C=C(C(=O)OCC(CC)(C=2SC=CC2)N(C)C)C=C(C1OC)OC (2-Dimethylamino-2-(2-thienyl)butyl 3,4,5-trimethoxybenzoate), C([C@H](O)[C@@H](O)C(=O)O)(=O)O (L-(+)-tartaric acid). Run in C(C)O (ethanol). Conditions: time 8 hour. Product: COC=1C=C(C(=O)OCC(CC)(C=2SC=CC2)N(C)C)C=C(C1OC)OC.C([C@H](O)[C@@H](O)C(=O)[O-])(=O)[O-] ((+)-2-dimethylamino-2-(2-thienyl)butyl 3,4,5-trimethoxybenzoate·L-(+)-tartarate). Isolated yield 61.6%. Reaction SMILES: [CH3:1][O:2][C:3]1[CH:4]=[C:5]([CH:21]=[C:22]([O:26][CH3:27])[C:23]=1[O:24][CH3:25])[C:6]([O:8][CH2:9][C:10]([N:18]([CH3:20])[CH3:19])([C:13]1[S:14][CH:15]=[CH:16][CH:17]=1)[CH2:11][CH3:12])=[O:7].[C:28]([OH:37])(=[O:36])[C@@H:29]([C@H:31]([C:33]([OH:35])=[O:34])[OH:32])[OH:30]>C(O)C>[CH3:1][O:2][C:3]1[CH:4]=[C:5]([CH:21]=[C:22]([O:26][CH3:27])[C:23]=1[O:24][CH3:25])[C:6]([O:8][CH2:9][C:10]([N:18]([CH3:19])[CH3:20])([C:13]1[S:14][CH:15]=[CH:16][CH:17]=1)[CH2:11][CH3:12])=[O:7].[C:28]([O-:37])(=[O:36])[C@@H:29]([C@H:31]([C:33]([O-:35])=[O:34])[OH:32])[OH:30] |f:3.4|. Procedure: 2-Dimethylamino-2-(2-thienyl)butyl 3,4,5-trimethoxybenzoate (33.1 g) and L-(+)-tartaric acid (6.3 g) are dissolved in ethanol (200 ml) with heating and the solution is allowed to stand at room temperature overnight. The precipitates are collected by filtration, washed with ethanol and ether, dried and recrystallized from ethanol, whereby (+)-2-dimethylamino-2-(2-thienyl)butyl 3,4,5-trimethoxybenzoate·L-(+)-tartarate (14 g) is obtained. The reactants are C(C1=CC=CC=C1)OC(NC(CC1=CC(=C(C=C1)OCC1=CC=CC=C1)C(C)(C)C)CO)=O (2-(4-benzyloxy-3-t-butylphenyl)-1-hydroxymethylethylcarbamic acid benzyl ester), C=1(C(=CC=CC1)S(=O)(=O)Cl)C (toluenesulfonyl chloride), O (water). Run in N1=CC=CC=C1 (pyridine). Reaction conditions: time 6.5 hour. Product: C(C1=CC=CC=C1)OC(NC(CC1=CC(=C(C=C1)OCC1=CC=CC=C1)C(C)(C)C)COS(=O)(=O)C=1C(=CC=CC1)C)=O (2-(4-benzyloxy-3-t-butylphenyl)-1-toluenesulfonyloxymethylethylcarbamic acid benzyl ester). Isolated yield 88.3%. As a reaction SMILES: [CH2:1]([O:8][C:9](=[O:33])[NH:10][CH:11]([CH2:31][OH:32])[CH2:12][C:13]1[CH:18]=[CH:17][C:16]([O:19][CH2:20][C:21]2[CH:26]=[CH:25][CH:24]=[CH:23][CH:22]=2)=[C:15]([C:27]([CH3:30])([CH3:29])[CH3:28])[CH:14]=1)[C:2]1[CH:7]=[CH:6][CH:5]=[CH:4][CH:3]=1.[C:34]1([CH3:44])[C:35]([S:40](Cl)(=[O:42])=[O:41])=[CH:36][CH:37]=[CH:38][CH:39]=1.O>N1C=CC=CC=1>[CH2:1]([O:8][C:9](=[O:33])[NH:10][CH:11]([CH2:31][O:32][S:40]([C:35]1[C:34]([CH3:44])=[CH:39][CH:38]=[CH:37][CH:36]=1)(=[O:42])=[O:41])[CH2:12][C:13]1[CH:18]=[CH:17][C:16]([O:19][CH2:20][C:21]2[CH:22]=[CH:23][CH:24]=[CH:25][CH:26]=2)=[C:15]([C:27]([CH3:30])([CH3:28])[CH3:29])[CH:14]=1)[C:2]1[CH:7]=[CH:6][CH:5]=[CH:4][CH:3]=1. Procedure details: To a solution of 2-(4-benzyloxy-3-t-butylphenyl)-1-hydroxymethylethylcarbamic acid benzyl ester (2.07 g, 4.63 mmol) in pyridine (46 ml), toluenesulfonyl chloride (6.79 g, 35.6 mmol) was added under cooling with ice. After stirring for 6.5 hours, the mixture was mixed with water and extracted with ethyl acetate. The organic layer was washed with saturated brine, dried over anhydrous magnesium sulfate and evaporated to remove the solvent under reduced pressure; the thus obtained residue was subjec...